From a dataset of the Open Reaction Database (ORD), a public repository of structured organic reaction records. describe an organic reaction: reactants, conditions, products, and yield Starting materials: C(C)(C)(C)OC(N(N1C=CC=C1)CC1=CC=C(C=C1)Cl)=O ((4-chloro-benzyl)-pyrrol-1-yl-carbamic acid tert-butyl ester), C(C)OC(C(C(=O)OCC)C(=O)OCC)=O (2-ethoxycarbonyl-malonic acid diethyl ester). Yields the product C(C)OC(=O)C1=C(C=2N(N(C1=O)CC1=CC=C(C=C1)Cl)C=CC2)O (1-(4-Chloro-benzyl)-4-hydroxy-2-oxo-1,2-dihydro-pyrrolo[1,2-b]pyridazine-3-carboxylic acid ethyl ester). RXN SMILES: C(O[C:6](=[O:21])[N:7]([CH2:13][C:14]1[CH:19]=[CH:18][C:17]([Cl:20])=[CH:16][CH:15]=1)[N:8]1[CH:12]=[CH:11][CH:10]=[CH:9]1)(C)(C)C.[CH2:22]([O:24][C:25](=[O:37])[CH:26](C(OCC)=O)[C:27](OCC)=[O:28])[CH3:23]>>[CH2:22]([O:24][C:25]([C:26]1[C:6](=[O:21])[N:7]([CH2:13][C:14]2[CH:15]=[CH:16][C:17]([Cl:20])=[CH:18][CH:19]=2)[N:8]2[CH:9]=[CH:10][CH:11]=[C:12]2[C:27]=1[OH:28])=[O:37])[CH3:23]. Reported procedure: Prepared according to the thermal cyclization condition used in Example 1 step c) from (4-chloro-benzyl)-pyrrol-1-yl-carbamic acid tert-butyl ester (1.0 eq.) and 2-ethoxycarbonyl-malonic acid diethyl ester (3.0 eq.). ESI (m/z): 347 (M+H)+. Starting materials: ClC=1C=C(C(=S)N)C=CC1 (3-chlorothiobenzamide), BrC(C(=O)OCC)C(=O)OCC (diethyl bromomalonate). Solvent: C(C)O (ethanol). Reaction conditions: temperature 60 celsius. Product: ClC=1C=C(C=CC1)C=1SC(=C(N1)O)C(=O)OCC (ethyl 2-(3-chlorophenyl)-4-hydroxy-5-thiazolecarboxylate). Isolated yield 72.6%. As a reaction SMILES: [Cl:1][C:2]1[CH:3]=[C:4]([CH:8]=[CH:9][CH:10]=1)[C:5]([NH2:7])=[S:6].Br[CH:12]([C:18](OCC)=[O:19])[C:13]([O:15][CH2:16][CH3:17])=[O:14]>C(O)C>[Cl:1][C:2]1[CH:3]=[C:4]([C:5]2[S:6][C:12]([C:13]([O:15][CH2:16][CH3:17])=[O:14])=[C:18]([OH:19])[N:7]=2)[CH:8]=[CH:9][CH:10]=1. Procedure details: 340 mg of 3-chlorothiobenzamide was dissolved in 10 ml of ethanol, 570 mg of diethyl bromomalonate was added to the solution, and the mixture was heated at 60° C. for 2 hours. After the reaction mixture was cooled, and the resulting crystal was collected by filtration and recrystallized from ethanol to give 408 mg of ethyl 2-(3-chlorophenyl)-4-hydroxy-5-thiazolecarboxylate. This product was hydrolyzed by a conventional process to give 306 mg of 2-(3-chlorophenyl)-4-hydroxy-5-thiazolecarboxylic a... Reactants: CNC1=CC=C(OC)C=C1 (N-methyl-p-anisidine), Br (HBr). The solvent is C(C)(=O)O (acetic acid). Run at temperature 110 celsius. Product: Br.CNC1=CC=C(C=C1)O (4-Methylamino-phenol hydrobromide). Isolated yield 99.0%. Reaction SMILES: [CH3:1][NH:2][C:3]1[CH:10]=[CH:9][C:6]([O:7]C)=[CH:5][CH:4]=1.[BrH:11]>C(O)(=O)C>[BrH:11].[CH3:1][NH:2][C:3]1[CH:10]=[CH:9][C:6]([OH:7])=[CH:5][CH:4]=1 |f:3.4|. Reported procedure: A solution of 30 g (219 mmol) N-methyl-p-anisidine was dissolved in 250 ml 62% aqueous HBr and 435 ml acetic acid. The reaction mixture was heated to 110° C. for 8 h, cooled and evaporated to yield 44.1 g (99%) of 4-Methylamino-phenol hydrobromide (1:1) as a brown solid, MS: 124 (MH+). The reactants are Nc1c(F)cc(Br)cc1F, CN1CCCC1=O, Cl[Fe](Cl)Cl, Cl, N#C[Cu], O. The product is N#Cc1cc(F)c(N)c(F)c1. Reaction SMILES: [Br:1][c:2]1[cH:3][c:4]([F:10])[c:5]([NH2:6])[c:7]([F:9])[cH:8]1.[CH3:14][N:15]1[CH2:16][CH2:17][CH2:18][C:19]1=[O:20].[Cl:22][Fe:23]([Cl:24])[Cl:25].[ClH:21].[Cu:11][C:12]#[N:13].[OH2:26]>>[c:2]1([C:12]#[N:13])[cH:3][c:4]([F:10])[c:5]([NH2:6])[c:7]([F:9])[cH:8]1. The reactants are [Cl-].[NH4+] (ammonium chloride), CN(C=O)C (Dimethylformamide), Grignard reagent, [Mg] (magnesium), BrC1=C2C(CC2)=CC=C1 (4-bromobenzocyclobutene). The solvent is O1CCCC1 (tetrahydrofuran). Yields the product C(=O)C1=C2C(CC2)=CC=C1 (4-formylbenzocyclobutene). The yield is 90.0%. RXN SMILES: CN(C)[CH:3]=[O:4].[Mg].Br[C:8]1[CH:15]=[CH:14][CH:13]=[C:10]2[CH2:11][CH2:12][C:9]=12.[Cl-].[NH4+]>O1CCCC1>[CH:3]([C:8]1[CH:15]=[CH:14][CH:13]=[C:10]2[CH2:11][CH2:12][C:9]=12)=[O:4] |f:3.4|. Reported procedure: The procedure is that of Evans, J. Chem. Soc. (1956), pages 4691-4693. Dimethylformamide (15 mL) is added dropwise to a stirred solution of Grignard reagent prepared from 4.8 g of magnesium and 18.3 g of 4-bromobenzocyclobutene in 40 mL of tetrahydrofuran at 0° C. under a nitrogen atmosphere. The resulting mixture is warmed slowly to room temperature and poured into 100 mL of saturated ammonium chloride solution. The mixture is extracted with ethyl acetate and the organic extract is washed with ... Reactants: N (ammonia), C(\C=C/C(=O)[O-])(=O)[O-].[NH4+].[NH4+] (ammonium maleate), C(\C=C/C(=O)[O-])(=O)[O-] (maleate), C(\C=C/C(=O)O)(=O)O (maleic acid). The product is N[C@@H](CC(=O)O)C(=O)O (L-aspartic acid), C(\C=C/C(=O)O)(=O)O (maleic acid). As a reaction SMILES: [C:1]([O-:8])(=[O:7])/[CH:2]=[CH:3]\[C:4]([O-:6])=[O:5].[C:9]([OH:16])(=[O:15])/[CH:10]=[CH:11]\[C:12]([OH:14])=[O:13].[NH3:17].C([O-])(=O)/C=C\C([O-])=O.[NH4+].[NH4+]>>[NH2:17][C@H:2]([C:1]([OH:8])=[O:7])[CH2:3][C:4]([OH:6])=[O:5].[C:9]([OH:16])(=[O:15])/[CH:10]=[CH:11]\[C:12]([OH:14])=[O:13] |f:3.4.5|. Procedure details: Still alternatively, both an immobilized biocatalyst with immobilized cells containing maleate isomerase and an immobilized catalyst with immobilized cells containing aspartase are combined and packed into a column and an aqueous solution of maleic acid and ammonia or an aqueous solution of ammonium maleate is passed through the column, to produce L-aspartic acid by a single-step process from maleic acid. The reactants are C(C)(=O)Cl (Acetyl chloride), N[C@H]1CC[C@H](CC1)CN1N=CC=2C1=NC(=NC2)NC=2C=CC(=C(C2)S(=O)(=O)N)C (5-(1-((cis-4-aminocyclohexyl)methyl)-1H-pyrazolo[3,4-d]pyrimidin-6-ylamino)-2-methylbenzenesulfonamide), TEA. The solvent is C1CCOC1 (THF). Conditions: time 2 hour. Product: CC1=C(C=C(C=C1)NC1=NC=C2C(=N1)N(N=C2)C[C@H]2CC[C@H](CC2)NC(C)=O)S(N)(=O)=O (N-(cis-4-((6-(4-methyl-3-sulfamoylphenylamino)-1H-pyrazolo[3,4-d]pyrimidin-1-yl)methyl)cyclohexyl)acetamide). Yield: 12.7%. RXN SMILES: [C:1](Cl)(=[O:3])[CH3:2].[NH2:5][C@@H:6]1[CH2:11][CH2:10][C@H:9]([CH2:12][N:13]2[C:17]3=[N:18][C:19]([NH:22][C:23]4[CH:24]=[CH:25][C:26]([CH3:33])=[C:27]([S:29]([NH2:32])(=[O:31])=[O:30])[CH:28]=4)=[N:20][CH:21]=[C:16]3[CH:15]=[N:14]2)[CH2:8][CH2:7]1>C1COCC1>[CH3:33][C:26]1[CH:25]=[CH:24][C:23]([NH:22][C:19]2[N:18]=[C:17]3[N:13]([CH2:12][C@@H:9]4[CH2:8][CH2:7][C@H:6]([NH:5][C:1](=[O:3])[CH3:2])[CH2:11][CH2:10]4)[N:14]=[CH:15][C:16]3=[CH:21][N:20]=2)=[CH:28][C:27]=1[S:29](=[O:31])(=[O:30])[NH2:32]. Procedure: Acetyl chloride (0.027 mL, 0.38 mmol) was added to a 10 mL vial charged with 5-(1-((cis-4-aminocyclohexyl)methyl)-1H-pyrazolo[3,4-d]pyrimidin-6-ylamino)-2-methylbenzenesulfonamide (0.15 g, 0.36 mmol, Example #C.1.1) and TEA (1 mL) in THF (4 mL). The reaction mixture was stirred at ambient temperature for about 2 h, then concentrated under reduced pressure. The crude product was purified by RP-HPLC (Table 2, Method b) to give N-(cis-4-((6-(4-methyl-3-sulfamoylphenylamino)-1H-pyrazolo[3,4-d]pyrimi... Reactants: NC1=NC(=C(C=C1)Br)C (2-amino-5-bromo-6-methylpyridine), N1(CCOCC1)S(=O)(=O)C1=CC=C(C=C1)S (4-(N-morpholinylsulfonyl)thiophenol), ClC1=C(C=CC(=C1)Cl)S(=O)(=O)Cl (2,4-dichlorophenylsulfonyl chloride). The product is ClC1=C(C=CC(=C1)Cl)S(=O)(=O)NC1=NC(=C(C=C1)SC1=CC=C(C=C1)S(=O)(=O)N1CCOCC1)C (2,4-Dichloro-N-{6-methyl-5-[4-(morpholine-4-sulfonyl) -phenylsulfanyl]-pyridin-2-yl}-benzenesulfonamide). RXN SMILES: [NH2:1][C:2]1[CH:7]=[CH:6][C:5](Br)=[C:4]([CH3:9])[N:3]=1.[N:10]1([S:16]([C:19]2[CH:24]=[CH:23][C:22]([SH:25])=[CH:21][CH:20]=2)(=[O:18])=[O:17])[CH2:15][CH2:14][O:13][CH2:12][CH2:11]1.[Cl:26][C:27]1[CH:32]=[C:31]([Cl:33])[CH:30]=[CH:29][C:28]=1[S:34](Cl)(=[O:36])=[O:35]>>[Cl:26][C:27]1[CH:32]=[C:31]([Cl:33])[CH:30]=[CH:29][C:28]=1[S:34]([NH:1][C:2]1[CH:7]=[CH:6][C:5]([S:25][C:22]2[CH:21]=[CH:20][C:19]([S:16]([N:10]3[CH2:11][CH2:12][O:13][CH2:14][CH2:15]3)(=[O:18])=[O:17])=[CH:24][CH:23]=2)=[C:4]([CH3:9])[N:3]=1)(=[O:36])=[O:35]. Procedure details: Prepared from 2-amino-5-bromo-6-methylpyridine and 4-(N-morpholinylsulfonyl)thiophenol according to General Method 11 step 1 followed by reaction with 2,4-dichlorophenylsulfonyl chloride according to General Method 11 step 2. 1H NMR (CDCl3): 8.09 (1 H, d, J 10 Hz, A-ring CH ortho to SO2NH), 7.68, 7.35 & 7.12 (3×1 H, 3×d, 3×J 10 Hz, pyridyl CH's & A-ring CH ortho to Cl), 7.58 & 7.08 (2×2 H, 2×d, 2×J 10 Hz, C-ring CH's), 7.46 (1 H, s, A ring CH ortho to 2×Cl), 3.71-3.62 (4H, m, CH2OCH2), 2.94-2.85... Yields the product CC1(C)COC(C=Cc2cccc(Cl)c2)=N1. As a reaction SMILES: [CH3:10][C:11]1=[N:15][C:14]([CH3:16])([CH3:17])[CH2:13][O:12]1.[Cl:1][c:2]1[cH:3][c:4]([CH:5]=[O:6])[cH:7][cH:8][cH:9]1>>[Cl:1][c:2]1[cH:3][c:4]([CH:5]=[CH:10][C:11]2=[N:15][C:14]([CH3:16])([CH3:17])[CH2:13][O:12]2)[cH:7][cH:8][cH:9]1. The reactants are CC1=NC(C)(C)CO1, O=Cc1cccc(Cl)c1. Starting materials: C(C)(C)(C)OC(N(C)C(C)C(NC1=NC(=C(C=C1)N)NCC1=CC=C(C=C1)Cl)=O)=O ({1-[5-amino-6-(4-chloro-benzylamino)-pyridin-2-ylcarbamoyl]-ethyl}-methyl-carbamic acid tert-butyl ester), N,N′-carbonyldiimidazole, C1CCOC1 (THF), C1CCOC1 (THF). Run at temperature 70 celsius, time 8 hour. The product is C(C)(C)(C)OC(N(C)C(C)C(NC1=CC=C2C(=N1)N(C(N2)=O)CC2=CC=C(C=C2)Cl)=O)=O ({1-[3-(4-chloro-benzyl)-2-oxo-2,3-dihydro-1H-imidazo[4,5-b]pyridin-5-ylcarbamoyl]ethyl}-methyl-carbamic acid tert-butyl ester). RXN SMILES: [C:1]([O:5][C:6](=[O:30])[N:7]([CH:9]([C:11](=[O:29])[NH:12][C:13]1[CH:18]=[CH:17][C:16]([NH2:19])=[C:15]([NH:20][CH2:21][C:22]2[CH:27]=[CH:26][C:25]([Cl:28])=[CH:24][CH:23]=2)[N:14]=1)[CH3:10])[CH3:8])([CH3:4])([CH3:3])[CH3:2].C1C[O:34][CH2:33]C1>>[C:1]([O:5][C:6](=[O:30])[N:7]([CH:9]([C:11](=[O:29])[NH:12][C:13]1[N:14]=[C:15]2[N:20]([CH2:21][C:22]3[CH:23]=[CH:24][C:25]([Cl:28])=[CH:26][CH:27]=3)[C:33](=[O:34])[NH:19][C:16]2=[CH:17][CH:18]=1)[CH3:10])[CH3:8])([CH3:2])([CH3:3])[CH3:4]. Procedure details: A solution of the product from Step 3, in THF (3 mL), was added to a solution of N,N′-carbonyldiimidazole (110 mg, 0.68 mmol) in THF (3 mL). The mixture was then heated at 70° C. for 3 hours. After allowing to cool, the mixture was concentrated in vacuo, treated with water and then left overnight. The product was extracted with EtOAc. The EtOAc layer was washed successively with aqueous potassium hydrogensulfate solution, brine and then dried (MgSO4). The solution was concentrated to ˜1 mL and t...